This data is from the Open Reaction Database (ORD), a public repository of structured organic reaction records. The task is: describe an organic reaction: reactants, conditions, products, and yield Starting materials: C(C)(C)I (isopropyl iodide), FC1(CCC(CC1)C1=C(C(=NC=2CC(CC(C12)O)(C)C)C1CCN(CC1)C1=NC=C(C=N1)O)C(C1=CC=C(C=C1)C(F)(F)F)F)F ((−)-4-(4,4-Difluorocyclohexyl)-3-{fluoro[4-(trifluoromethyl)phenyl]methyl}-2-[1-(5-hydroxypyrimidin-2-yl)piperidin-4-yl]-7,7-dimethyl-5,6,7,8-tetrahydroquinolin-5-ol). The product is FC1(CCC(CC1)C1=C(C(=NC=2CC(CC(C12)O)(C)C)C1CCN(CC1)C1=NC=C(C=N1)OC(C)C)C(C1=CC=C(C=C1)C(F)(F)F)F)F ((−)-4-(4,4-Difluorocyclohexyl)-3-{fluoro[4-(trifluoromethyl)phenyl]methyl}-7,7-dimethyl-2-{1-[5-(propan-2-yloxy)pyrimidin-2-yl]piperidin-4-yl}-5,6,7,8-tetrahydroquinolin-5-ol), solid. Isolated yield 90.0%. RXN SMILES: [CH:1](I)([CH3:3])[CH3:2].[F:5][C:6]1([F:50])[CH2:11][CH2:10][CH:9]([C:12]2[C:21]3[CH:20]([OH:22])[CH2:19][C:18]([CH3:24])([CH3:23])[CH2:17][C:16]=3[N:15]=[C:14]([CH:25]3[CH2:30][CH2:29][N:28]([C:31]4[N:36]=[CH:35][C:34]([OH:37])=[CH:33][N:32]=4)[CH2:27][CH2:26]3)[C:13]=2[CH:38]([F:49])[C:39]2[CH:44]=[CH:43][C:42]([C:45]([F:48])([F:47])[F:46])=[CH:41][CH:40]=2)[CH2:8][CH2:7]1>>[F:50][C:6]1([F:5])[CH2:7][CH2:8][CH:9]([C:12]2[C:21]3[CH:20]([OH:22])[CH2:19][C:18]([CH3:23])([CH3:24])[CH2:17][C:16]=3[N:15]=[C:14]([CH:25]3[CH2:26][CH2:27][N:28]([C:31]4[N:36]=[CH:35][C:34]([O:37][CH:1]([CH3:3])[CH3:2])=[CH:33][N:32]=4)[CH2:29][CH2:30]3)[C:13]=2[CH:38]([F:49])[C:39]2[CH:40]=[CH:41][C:42]([C:45]([F:47])([F:46])[F:48])=[CH:43][CH:44]=2)[CH2:10][CH2:11]1. Reported procedure: Reactions similar to those of Example 13 were performed except for using isopropyl iodide instead of ethyl iodide and setting the reaction temperature to 50° C., and from 60 mg (90 μmol) of (−)-4-(4,4-Difluorocyclohexyl)-3-{fluoro[4-(trifluoromethyl)phenyl]methyl}-2-[1-(5-hydroxypyrimidin-2-yl)piperidin-4-yl]-7,7-dimethyl-5,6,7,8-tetrahydroquinolin-5-ol, which was prepared by a method similar to that of Example 4, 54 mg of the title compound was obtained as a white solid (yield: 90%). Reactants: O=C(Cl)C(=O)Cl, ClCCl, O=C(O)c1cccc2c1cnn2-c1ccc(F)cc1, CN(C)C=O. As a reaction SMILES: [Cl:20][C:21]([C:22]([Cl:23])=[O:24])=[O:25].[Cl:31][CH2:32][Cl:33].[F:1][c:2]1[cH:3][cH:4][c:5](-[n:8]2[n:9][cH:10][c:11]3[c:12]([C:17](=[O:18])[OH:19])[cH:13][cH:14][cH:15][c:16]23)[cH:6][cH:7]1.[O:26]=[CH:27][N:28]([CH3:29])[CH3:30]>>[Cl-:20].[F:1][c:2]1[cH:3][cH:4][c:5](-[n:8]2[n:9][cH:10][c:11]3[c:12]([C:17](=[O:18])[OH:19])[cH:13][cH:14][cH:15][c:16]23)[cH:6][cH:7]1. Product: [Cl-], O=C(O)c1cccc2c1cnn2-c1ccc(F)cc1.